This data is from the Open Reaction Database (ORD), a public repository of structured organic reaction records. The task is: describe an organic reaction: reactants, conditions, products, and yield Starting materials: [Si](C)(C)(C)OS(=O)(=O)C(F)(F)F (TMSOTf), ClC=1C2=C(N=CN1)NC=C2I (4-chloro-5-iodo-7H-pyrrolo[2,3-d]pyrimidine), C[C@@]1([C@H](OC(C2=CC=CC=C2)=O)O[C@@H]([C@H]1OC(C1=CC=CC=C1)=O)COC(C1=CC=CC=C1)=O)OC(C1=CC=CC=C1)=O (2-C-methyl-1,2,3,5-tetra-O-benzoyl-β-D-ribofuranose), C1CCC2=NCCCN2CC1 (DBU). The solvent is CCOC(=O)C (AcOEt), CC#N (MeCN). Reaction conditions: temperature 70 celsius, time 22.5 hour. Product: hexanes toluene MeCN, ClC=1C2=C(N=CN1)N(C=C2I)[C@H]2[C@](OC(C1=CC=CC=C1)=O)([C@H](OC(C1=CC=CC=C1)=O)[C@H](O2)COC(C2=CC=CC=C2)=O)C (4-Chloro-5-iodo-7-(2-C-methyl-2,3,5-tri-O-benzoyl-β-D-ribofuranosyl)-7H-pyrrolo[2,3-d]pyrimidine). The yield is 48.1%. RXN SMILES: [Cl:1][C:2]1[C:3]2[C:10]([I:11])=[CH:9][NH:8][C:4]=2[N:5]=[CH:6][N:7]=1.[CH3:12][C@@:13]1([O:46][C:47](=[O:54])[C:48]2[CH:53]=[CH:52][CH:51]=[CH:50][CH:49]=2)[C@H:26]([O:27][C:28](=[O:35])[C:29]2[CH:34]=[CH:33][CH:32]=[CH:31][CH:30]=2)[C@@H:25]([CH2:36][O:37][C:38](=[O:45])[C:39]2[CH:44]=[CH:43][CH:42]=[CH:41][CH:40]=2)[O:24][C@H:14]1OC(=O)C1C=CC=CC=1.C1CCN2C(=NCCC2)CC1.[Si](OS(C(F)(F)F)(=O)=O)(C)(C)C>CC#N.CCOC(C)=O>[Cl:1][C:2]1[C:3]2[C:10]([I:11])=[CH:9][N:8]([C@@H:14]3[O:24][C@H:25]([CH2:36][O:37][C:38](=[O:45])[C:39]4[CH:44]=[CH:43][CH:42]=[CH:41][CH:40]=4)[C@@H:26]([O:27][C:28](=[O:35])[C:29]4[CH:34]=[CH:33][CH:32]=[CH:31][CH:30]=4)[C@@:13]3([CH3:12])[O:46][C:47](=[O:54])[C:48]3[CH:49]=[CH:50][CH:51]=[CH:52][CH:53]=3)[C:4]=2[N:5]=[CH:6][N:7]=1. Reported procedure: To a mixture of 4-chloro-5-iodo-7H-pyrrolo[2,3-d]pyrimidine 8 (903 mg, 3.23 mmol), 2-C-methyl-1,2,3,5-tetra-O-benzoyl-β-D-ribofuranose 9 (1.7 g, 2.93 mmol) and DBU (1.3 ml, 8.69 mmol) in MeCN (20 ml) was dropwise added TMSOTf (2.1 ml, 11.62 mmol) at 0° C. and the mixture was then stirred at 70° C. for 22.5 h. After cooling, the mixture was diluted with AcOEt (100 ml), washed with aq NaHCO3 (sat., 25 ml), water (25 ml) and brine (25 ml). The organic layer was dried over MgSO4 and evaporated. The ...